Dataset: the Open Reaction Database (ORD), a public repository of structured organic reaction records. Task: describe an organic reaction: reactants, conditions, products, and yield Reactants: CCCCOc1cc2c(c3c1OC(C)(C)C3)C(c1cccc(Br)c1)=NC(C)(C)C2, CCOC(C)=O, CN(C)C=O, [Na+], [Na+], O=C([O-])[O-], O, c1ccc(P(c2ccccc2)(c2ccccc2)[Pd](P(c2ccccc2)(c2ccccc2)c2ccccc2)(P(c2ccccc2)(c2ccccc2)c2ccccc2)P(c2ccccc2)(c2ccccc2)c2ccccc2)cc1, OB(O)c1ccncc1. The product is CCCCOc1cc2c(c3c1OC(C)(C)C3)C(c1cccc(-c3ccncc3)c1)=NC(C)(C)C2. RXN SMILES: [Br:7][c:8]1[cH:9][c:10]([C:14]2=[N:15][C:16]([CH3:34])([CH3:35])[CH2:17][c:18]3[cH:19][c:20]([O:29][CH2:30][CH2:31][CH2:32][CH3:33])[c:21]4[c:22]([c:23]32)[CH2:24][C:25]([CH3:27])([CH3:28])[O:26]4)[cH:11][cH:12][cH:13]1.[CH3:45][CH2:46][O:47][C:48](=[O:49])[CH3:50].[CH3:52][N:53]([CH3:54])[CH:55]=[O:56].[Na+:1].[Na+:2].[O-:3][C:4](=[O:5])[O-:6].[OH2:51].[cH:57]1[cH:58][cH:59][c:60]([P:61]([Pd:62]([P:63]([c:64]2[cH:65][cH:66][cH:67][cH:68][cH:69]2)([c:70]2[cH:71][cH:72][cH:73][cH:74][cH:75]2)[c:76]2[cH:77][cH:78][cH:79][cH:80][cH:81]2)([P:82]([c:83]2[cH:84][cH:85][cH:86][cH:87][cH:88]2)([c:89]2[cH:90][cH:91][cH:92][cH:93][cH:94]2)[c:95]2[cH:96][cH:97][cH:98][cH:99][cH:100]2)[P:101]([c:102]2[cH:103][cH:104][cH:105][cH:106][cH:107]2)([c:108]2[cH:109][cH:110][cH:111][cH:112][cH:113]2)[c:114]2[cH:115][cH:116][cH:117][cH:118][cH:119]2)([c:120]2[cH:121][cH:122][cH:123][cH:124][cH:125]2)[c:126]2[cH:127][cH:128][cH:129][cH:130][cH:131]2)[cH:132][cH:133]1.[n:36]1[cH:37][cH:38][c:39]([B:42]([OH:43])[OH:44])[cH:40][cH:41]1>>[c:8]1(-[c:39]2[cH:38][cH:37][n:36][cH:41][cH:40]2)[cH:9][c:10]([C:14]2=[N:15][C:16]([CH3:34])([CH3:35])[CH2:17][c:18]3[cH:19][c:20]([O:29][CH2:30][CH2:31][CH2:32][CH3:33])[c:21]4[c:22]([c:23]32)[CH2:24][C:25]([CH3:27])([CH3:28])[O:26]4)[cH:11][cH:12][cH:13]1. Starting materials: [Al+3], CN1CC=C(C(C(=O)N2CCN(CCCCc3cccc4ccccc34)CC2)c2ccc(F)cc2)CC1, [H-], [H-], [H-], [H-], [Li+], N, C1CCOC1. Product: CN1CC=C(C(CN2CCN(CCCCc3cccc4ccccc34)CC2)c2ccc(F)cc2)CC1. RXN SMILES: [Al+3:39].[F:1][c:2]1[cH:3][cH:4][c:5]([CH:8]([C:9](=[O:10])[N:11]2[CH2:12][CH2:13][N:14]([CH2:17][CH2:18][CH2:19][CH2:20][c:21]3[cH:22][cH:23][cH:24][c:25]4[cH:26][cH:27][cH:28][cH:29][c:30]34)[CH2:15][CH2:16]2)[C:31]2=[CH:36][CH2:35][N:34]([CH3:37])[CH2:33][CH2:32]2)[cH:6][cH:7]1.[H-:38].[H-:41].[H-:42].[H-:43].[Li+:40].[NH3:49].[O:44]1[CH2:45][CH2:46][CH2:47][CH2:48]1>>[F:1][c:2]1[cH:3][cH:4][c:5]([CH:8]([CH2:9][N:11]2[CH2:12][CH2:13][N:14]([CH2:17][CH2:18][CH2:19][CH2:20][c:21]3[cH:22][cH:23][cH:24][c:25]4[cH:26][cH:27][cH:28][cH:29][c:30]34)[CH2:15][CH2:16]2)[C:31]2=[CH:36][CH2:35][N:34]([CH3:37])[CH2:33][CH2:32]2)[cH:6][cH:7]1. Reactants: OC1=CC=C(C=C1)C(C)=O (4′-hydroxyacetophenone), [OH-].[K+] (KOH), BrCCCCCCCC (1-bromooctane). The solvent is CS(=O)C (DMSO). Conditions: time 1 hour. The product is C(CCCCCCC)OC1=CC=C(C=C1)C(C)=O (1-(4-octyloxy-phenyl)-ethanone). The yield is 94.5%. As a reaction SMILES: [OH:1][C:2]1[CH:7]=[CH:6][C:5]([C:8](=[O:10])[CH3:9])=[CH:4][CH:3]=1.[OH-].[K+].Br[CH2:14][CH2:15][CH2:16][CH2:17][CH2:18][CH2:19][CH2:20][CH3:21]>CS(C)=O>[CH2:14]([O:1][C:2]1[CH:7]=[CH:6][C:5]([C:8](=[O:10])[CH3:9])=[CH:4][CH:3]=1)[CH2:15][CH2:16][CH2:17][CH2:18][CH2:19][CH2:20][CH3:21] |f:1.2|. Procedure details: To a solution of 4′-hydroxyacetophenone (25.0 g; 183.6 mmol) in DMSO (300. mL) was added KOH (11.3 g; 201.9 mmol.) and the reaction mixture was stirred for 1 hour at RT. After 1 hour the reaction mixture was cooled (0° C.) and 1-bromooctane (34.9 mL; 201.9 mmol) was added. The ice bath was removed and the reaction mixture was stirred overnight at RT. The reaction mixture was extracted with EtOAc/5% aqueous NaHCO3 solution. The organic layer was dried with Na2SO4 and concentrated in vacuo. The re... Reactants: ClC1=CC(=C(C=C1)[N+](=O)[O-])N1C(=NC(=C1)C)C1CCCCC1 (4-Chloro-2-(2-cyclohexyl-4-methyl-imidazol-1-yl)-nitrobenzene), [H][H] (hydrogen). The reagents and catalysts are [Ni] (Raney-Nickel). Solvent: C(C)O (ethanol). Product: ClC1=CC(=C(N)C=C1)N1C(=NC(=C1)C)C1CCCCC1 (4-Chloro-2-(2-cyclohexyl-4-methyl-imidazol-1-yl)-aniline). RXN SMILES: [Cl:1][C:2]1[CH:7]=[CH:6][C:5]([N+:8]([O-])=O)=[C:4]([N:11]2[CH:15]=[C:14]([CH3:16])[N:13]=[C:12]2[CH:17]2[CH2:22][CH2:21][CH2:20][CH2:19][CH2:18]2)[CH:3]=1.[H][H]>[Ni].C(O)C>[Cl:1][C:2]1[CH:7]=[CH:6][C:5]([NH2:8])=[C:4]([N:11]2[CH:15]=[C:14]([CH3:16])[N:13]=[C:12]2[CH:17]2[CH2:18][CH2:19][CH2:20][CH2:21][CH2:22]2)[CH:3]=1. Procedure: 3.2 g 4-Chloro-2-(2-cyclohexyl-4-methyl-imidazol-1-yl)-nitrobenzene, 50 ml ethanol, and 0.5 g Raney-Nickel were heated in a closed vessel with 10 bar hydrogen at 40-45° C. The catalyst was filtered off and the solvent was removed by distillation. Reactants: C12=CC=CC3=CC4=CC=CC=C4C(=C13)C(=O)OC2=O (anthracene-1,9-dicarboxylic acid anhydride), [OH-].[NH4+] (ammonium hydroxide). Yields the product C1(NC(C2=C3C(C=C4C(=C13)C=CC=C4)=CC=C2)=O)=O (1,2-dihydro-3H-dibenz[de,h]isoquinoline-1,3-dione). Yield: 86.0%. RXN SMILES: [C:1]12[C:18](=[O:19])O[C:15](=[O:16])[C:13]3=[C:14]1[C:5](=[CH:6][C:7]1[C:12]3=[CH:11][CH:10]=[CH:9][CH:8]=1)[CH:4]=[CH:3][CH:2]=2.[OH-].[NH4+:21]>>[C:15]1(=[O:16])[C:13]2[C:14]3[C:5](=[CH:4][CH:3]=[CH:2][C:1]=3[C:18](=[O:19])[NH:21]1)[CH:6]=[C:7]1[CH:8]=[CH:9][CH:10]=[CH:11][C:12]1=2 |f:1.2|. Procedure details: 1.51 g (6 mmol) of anthracene-1,9-dicarboxylic acid anhydride was treated with 10 ml of ammonium hydroxide (28%). After refluxing for 16 hours the solid was collected, washed with water, dried in vacuo, and crystallized from dimethylformamide-water to give 1.3 g (86%) of 1,2-dihydro-3H-dibenz[de,h]isoquinoline-1,3-dione. M.p. 310° C. Starting materials: F[B-](F)(F)F, ClCCl, C[O+](C)C, NC(=O)c1cc(Oc2ccc(C(F)(F)F)cc2Cl)ccc1[N+](=O)[O-]. Yields the product COC(=N)c1cc(Oc2ccc(C(F)(F)F)cc2Cl)ccc1[N+](=O)[O-]. As a reaction SMILES: [B-:1]([F:2])([F:3])([F:4])[F:5].[CH2:34]([Cl:35])[Cl:36].[CH3:6][O+:7]([CH3:8])[CH3:9].[Cl:10][c:11]1[c:12]([O:13][c:14]2[cH:15][cH:16][c:17]([N+:23](=[O:24])[O-:25])[c:18]([C:19](=[O:20])[NH2:21])[cH:22]2)[cH:26][cH:27][c:28]([C:30]([F:31])([F:32])[F:33])[cH:29]1>>[CH3:6][O:20][C:19]([c:18]1[c:17]([N+:23](=[O:24])[O-:25])[cH:16][cH:15][c:14]([O:13][c:12]2[c:11]([Cl:10])[cH:29][c:28]([C:30]([F:31])([F:32])[F:33])[cH:27][cH:26]2)[cH:22]1)=[NH:21]. The reactants are C(C)OC(CC1=CC=C(C=C1)N)=O (Ethyl-4-aminophenylacetate), C(Cl)(Cl)Cl (chloroform). Procedure: Ethyl-4-aminophenylacetate (20 g, 112 mmol) was dissolved in chloroform (300 ml) and treated with N-chlorosuccinimde (14.92 g, 112 mmol) and stirred for 15 minutes at room temperature under argon. Reaction mixture was washed with water, brine and dried over magnesium sulphate. Evaporated to a brown oil which was purified by chromatography on silica gel eluting with ethyl acetate (0-45%) in hexane to give the title compound as a orange oil (10.12 g, 47.4 mmol). LC/MS: Rt=2.59, [MH]+ 214. Yields the product NC1=C(C=C(C=C1)CC(=O)OCC)Cl (Ethyl (4-amino-3-chlorophenyl)acetate). Reaction SMILES: [CH2:1]([O:3][C:4](=[O:13])[CH2:5][C:6]1[CH:11]=[CH:10][C:9]([NH2:12])=[CH:8][CH:7]=1)[CH3:2].C(Cl)(Cl)[Cl:15]>>[NH2:12][C:9]1[CH:8]=[CH:7][C:6]([CH2:5][C:4]([O:3][CH2:1][CH3:2])=[O:13])=[CH:11][C:10]=1[Cl:15]. Reaction conditions: time 15 minute. Reactants: C=Cc1cc2c(nn1)OCCO2, [O-][I+3]([O-])([O-])[O-], [Na+], C1COCCO1, O. The product is O=Cc1cc2c(nn1)OCCO2. Reaction SMILES: [CH:1](=[CH2:2])[c:3]1[cH:4][c:5]2[c:6]([n:7][n:8]1)[O:9][CH2:10][CH2:11][O:12]2.[I+3:13]([O-:14])([O-:15])([O-:16])[O-:17].[Na+:18].[O:20]1[CH2:21][CH2:22][O:23][CH2:24][CH2:25]1.[OH2:19]>>[CH:1]([c:3]1[cH:4][c:5]2[c:6]([n:7][n:8]1)[O:9][CH2:10][CH2:11][O:12]2)=[O:14]. Solvent: CC(C)O (2-propanol), CN(C=O)C (N,N-dimethylformamide), O (water). As a reaction SMILES: [C:1]([N:5]1[C:10](=[O:11])[C:9]([Cl:12])=[C:8]([OH:13])[CH:7]=[N:6]1)([CH3:4])([CH3:3])[CH3:2].Cl[CH2:15][C:16]1[CH:17]=[CH:18][C:19]([O:22][C:23]2[CH:28]=[CH:27][C:26]([Cl:29])=[CH:25][CH:24]=2)=[N:20][CH:21]=1.C(=O)([O-])[O-].[K+].[K+].C(OC(C)C)(C)C>CC(O)C.O.CN(C)C=O>[C:1]([N:5]1[C:10](=[O:11])[C:9]([Cl:12])=[C:8]([O:13][CH2:15][C:16]2[CH:21]=[N:20][C:19]([O:22][C:23]3[CH:28]=[CH:27][C:26]([Cl:29])=[CH:25][CH:24]=3)=[CH:18][CH:17]=2)[CH:7]=[N:6]1)([CH3:4])([CH3:2])[CH3:3] |f:2.3.4|. Isolated yield 79.8%. The product is C(C)(C)(C)N1N=CC(=C(C1=O)Cl)OCC=1C=NC(=CC1)OC1=CC=C(C=C1)Cl (2-t-butyl-4-chloro-5-[{6-(4-chlorophenoxy)-3-pyridyl}methyloxy]-3(2H)-pyridazinone). Run at time 2 hour. Procedure details: To 20 ml of N,N-dimethylformamide were added 2.1 g of 2-t-butyl-4-chloro-5-hydroxy-3(2H)-pyridazinone, 2.5 g of 5-chloromethyl-2-(4-chlorophenoxy)-pyridine and 1.5 g of potassium carbonate, and the mixture was stirred at 80° to 90° C. for 2 hours. After cooling, the reaction mixture was poured into 50 ml of water and extracted twice with 50 ml of benzene. The organic layer was washed with water, dried over anhydrous sodium sulfate and then freed of solvent by distillation under reduced pressure ... Reactants: crude product, C(C)(C)OC(C)C (isopropyl ether), C(C)(C)(C)N1N=CC(=C(C1=O)Cl)O (2-t-butyl-4-chloro-5-hydroxy-3(2H)-pyridazinone), ClCC=1C=CC(=NC1)OC1=CC=C(C=C1)Cl (5-chloromethyl-2-(4-chlorophenoxy)-pyridine), C([O-])([O-])=O.[K+].[K+] (potassium carbonate). Run in C(Cl)(Cl)Cl (chloroform). Yields the product C(C)(=O)OCCCCCCCCCCCCCCCCC (3-Tetradecylpropanol acetate). Conditions: time 16 hour. Reactants: C(CCCCCCCCCCCCC)C=1C=C(C=CC1)O (3-tetradecylphenol), C(C)(=O)OC(C)=O (acetic anhydride), N1=CC=CC=C1 (pyridine). Procedure details: A mixture of 18.85 g of 3-tetradecylphenol, 20 ml of acetic anhydride and 60 ml of pyridine was stirred for 16 hours, then diluted with chloroform, washed with aqueous sodium bicarbonate, dried and the solvent removed by evaporation with toluene, giving 21 g of the desired compound. RXN SMILES: [CH2:1]([C:15]1C=[C:17]([OH:21])[CH:18]=[CH:19][CH:20]=1)[CH2:2][CH2:3][CH2:4][CH2:5][CH2:6][CH2:7][CH2:8][CH2:9][CH2:10][CH2:11][CH2:12]CC.[C:22](OC(=O)C)(=[O:24])[CH3:23].N1C=CC=CC=1>C(Cl)(Cl)Cl>[C:22]([O:21][CH2:17][CH2:18][CH2:19][CH2:20][CH2:15][CH2:1][CH2:2][CH2:3][CH2:4][CH2:5][CH2:6][CH2:7][CH2:8][CH2:9][CH2:10][CH2:11][CH3:12])(=[O:24])[CH3:23].